describe an organic reaction: reactants, conditions, products, and yield From a dataset of the Open Reaction Database (ORD), a public repository of structured organic reaction records. The reactants are Cl[Cu], Cl, O=N[O-], CC(=O)c1cc(N)cc(S(F)(F)(F)(F)F)c1, [Na+]. Product: CC(=O)c1cc(Cl)cc(S(F)(F)(F)(F)F)c1. As a reaction SMILES: [Cl:22][Cu:23].[ClH:21].[N:17]([O-:18])=[O:19].[NH2:1][c:2]1[cH:3][c:4]([C:14]([CH3:15])=[O:16])[cH:5][c:6]([S:8]([F:9])([F:10])([F:11])([F:12])[F:13])[cH:7]1.[Na+:20]>>[c:2]1([Cl:21])[cH:3][c:4]([C:14]([CH3:15])=[O:16])[cH:5][c:6]([S:8]([F:9])([F:10])([F:11])([F:12])[F:13])[cH:7]1. The reactants are OC=1C(C=C(OC1)C)=O (5-Hydroxy-2-methyl-4-pyrone), S(O)(O)(=O)=O (sulfuric acid), [OH-].[Na+] (sodium hydroxide), C=O (formalin). The solvent is O (water). Run at time 3 hour. Product: OCC1=C(C(C=C(O1)C)=O)O (6-Hydroxymethyl-5-hydroxy-2-methyl-4-pyrone). Reaction SMILES: [OH:1][C:2]1[C:3](=[O:9])[CH:4]=[C:5]([CH3:8])[O:6][CH:7]=1.[OH-:10].[Na+].[CH2:12]=O.S(=O)(=O)(O)O>O>[OH:10][CH2:12][C:7]1[O:6][C:5]([CH3:8])=[CH:4][C:3](=[O:9])[C:2]=1[OH:1] |f:1.2|. Procedure details: 5-Hydroxy-2-methyl-4-pyrone, 6 g, was suspended in 25 ml of water and a pH of the suspension was adjusted to 10.5 with 50% sodium hydroxide. After 5 ml of 35% formalin was added to the suspension, the mixture was stirred at room temperature for 3 hours. After completion of the reaction, the reaction mixture was cooled to 5° C. and its pH was adjusted to 2.0 with 50% sulfuric acid. Then, the reaction solution was concentrated to about half and the resulting crystals were taken out by filtration a... The reactants are C(#N)C1(CCCCC1)C(C(=O)O)C(=O)O ((1-Cyanocyclohexyl)-malonic acid). The solvent is C1(=CC=CC=C1)C (toluene). Conditions: temperature 82.5 celsius, time 1 hour. The product is C(#N)C1(CCCCC1)CC(=O)O ((1-Cyanocyclohexyl)-acetic acid). Isolated yield 69.7%. Reaction SMILES: [C:1]([C:3]1([CH:9](C(O)=O)[C:10]([OH:12])=[O:11])[CH2:8][CH2:7][CH2:6][CH2:5][CH2:4]1)#[N:2]>C1(C)C=CC=CC=1>[C:1]([C:3]1([CH2:9][C:10]([OH:12])=[O:11])[CH2:8][CH2:7][CH2:6][CH2:5][CH2:4]1)#[N:2]. Procedure details: 35.5 g (1-Cyanocyclohexyl)-malonic acid are suspended in 400 mL toluene and heated, while stirring, for about one hour to 80-85° C. In the course of the decarboxylation, an almost clear solution is obtained. After filtration, the toluene is distilled off in a vacuum at 35° C. The crude product is dissolved in a saturated aqueous solution of sodium bicarbonate and stirred with ethyl acetate. After separating off the organic phase, the aqueous phase is acidified with concentrated hydrochloric acid... The reactants are CCOC(=O)c1c(NC(=O)C2C(C)(C)C2(C)C)sc2c1CCCC2, CNC. Yields the product CN(C)C(=O)c1c(NC(=O)C2C(C)(C)C2(C)C)sc2c1CCCC2. Reaction SMILES: [CH3:1][C:2]1([CH3:24])[CH:3]([C:7](=[O:8])[NH:9][c:10]2[s:11][c:12]3[c:13]([c:14]2[C:15](=[O:16])[O:17][CH2:18][CH3:19])[CH2:20][CH2:21][CH2:22][CH2:23]3)[C:4]1([CH3:5])[CH3:6].[CH3:25][NH:26][CH3:27]>>[CH3:1][C:2]1([CH3:24])[CH:3]([C:7](=[O:8])[NH:9][c:10]2[s:11][c:12]3[c:13]([c:14]2[C:15](=[O:16])[N:26]([CH3:25])[CH3:27])[CH2:20][CH2:21][CH2:22][CH2:23]3)[C:4]1([CH3:5])[CH3:6]. The reactants are saturated solution, C(\C=C\C(=O)O)(=O)O (fumaric acid), ClC1=CC2=C(CCC=3C=CN(C23)CCNC(C)=O)C=C1 (N-[2-(8-Chloro-4,5-dihydro-1H-benzo[g]indol-1-yl)-ethyl]acetamide), P(=O)(Cl)(Cl)Cl (phosphorus oxychloride), [OH-].[Na+] (sodium hydroxide), [OH-].[Na+] (sodium hydroxide), ice water. Solvent: C(C)O (ethanol). Conditions: temperature 100 celsius, time 30 minute. Yields the product C(\C=C\C(=O)O)(=O)O.ClC1=CC2=C(CCC=3C=C4N(C23)CCN=C4C)C=C1 (2-chloro-5,6,10,11-tetrahydro-8-methylbenzo[g]pyrazino[1,2-a]indole fumarate). Yield: 83.0%. Reaction SMILES: [Cl:1][C:2]1[CH:20]=[CH:19][C:5]2[CH2:6][CH2:7][C:8]3[CH:9]=[CH:10][N:11]([CH2:13][CH2:14][NH:15][C:16](=O)[CH3:17])[C:12]=3[C:4]=2[CH:3]=1.P(Cl)(Cl)(Cl)=O.[OH-].[Na+].[C:28]([OH:35])(=[O:34])/[CH:29]=[CH:30]/[C:31]([OH:33])=[O:32]>C(O)C>[C:28]([OH:35])(=[O:34])/[CH:29]=[CH:30]/[C:31]([OH:33])=[O:32].[Cl:1][C:2]1[CH:20]=[CH:19][C:5]2[CH2:6][CH2:7][C:8]3[CH:9]=[C:10]4[C:16]([CH3:17])=[N:15][CH2:14][CH2:13][N:11]4[C:12]=3[C:4]=2[CH:3]=1 |f:2.3,6.7|. Reported procedure: N-[2-(8-Chloro-4,5-dihydro-1H-benzo[g]indol-1-yl)-ethyl]acetamide (2.9 g) was treated with 20 ml of phosphorus oxychloride under argon and the mixture was stirred at 100° C. for 30 minutes. The cooled mixture was poured on to 1500 g of ice-water and treated with 100 ml of 2N sodium hydroxide solution and 150 ml of 28% sodium hydroxide solution. The mixture was extracted once with 250 ml of methylene chloride and twice with 150 ml of methylene chloride each time, the organic phases were combined,... Reactants: CN1C(=O)C(F)(F)CN(C2CCCCC2)c2nc(Cl)ncc21, Cl, COc1cc(C(=O)O)ccc1N. Product: COc1cc(C(=O)O)ccc1Nc1ncc2c(n1)N(C1CCCCC1)CC(F)(F)C(=O)N2C. As a reaction SMILES: [Cl:1][c:2]1[n:3][cH:4][c:5]2[c:11]([n:12]1)[N:10]([CH:13]1[CH2:14][CH2:15][CH2:16][CH2:17][CH2:18]1)[CH2:9][C:8]([F:19])([F:20])[C:7](=[O:21])[N:6]2[CH3:22].[ClH:35].[NH2:23][c:24]1[c:25]([O:33][CH3:34])[cH:26][c:27]([C:28](=[O:29])[OH:30])[cH:31][cH:32]1>>[c:2]1([NH:23][c:24]2[c:25]([O:33][CH3:34])[cH:26][c:27]([C:28](=[O:29])[OH:30])[cH:31][cH:32]2)[n:3][cH:4][c:5]2[c:11]([n:12]1)[N:10]([CH:13]1[CH2:14][CH2:15][CH2:16][CH2:17][CH2:18]1)[CH2:9][C:8]([F:19])([F:20])[C:7](=[O:21])[N:6]2[CH3:22]. The reactants are COc1ccc(C(=CCN)c2ccc(OC)cc2)cc1, CCOC(C)=O, O=S(=O)(Cl)c1ccccc1, c1ccncc1. The product is COc1ccc(C(=CCNS(=O)(=O)c2ccccc2)c2ccc(OC)cc2)cc1. As a reaction SMILES: [CH3:1][O:2][c:3]1[cH:4][cH:5][c:6]([C:9](=[CH:10][CH2:11][NH2:12])[c:13]2[cH:14][cH:15][c:16]([O:19][CH3:20])[cH:17][cH:18]2)[cH:7][cH:8]1.[CH3:37][CH2:38][O:39][C:40](=[O:41])[CH3:42].[c:21]1([S:27](=[O:28])(=[O:29])[Cl:30])[cH:22][cH:23][cH:24][cH:25][cH:26]1.[cH:31]1[cH:32][cH:33][n:34][cH:35][cH:36]1>>[CH3:1][O:2][c:3]1[cH:4][cH:5][c:6]([C:9](=[CH:10][CH2:11][NH:12][S:27]([c:21]2[cH:22][cH:23][cH:24][cH:25][cH:26]2)(=[O:28])=[O:29])[c:13]2[cH:14][cH:15][c:16]([O:19][CH3:20])[cH:17][cH:18]2)[cH:7][cH:8]1.